Dataset: the Open Reaction Database (ORD), a public repository of structured organic reaction records. Task: describe an organic reaction: reactants, conditions, products, and yield Reactants: [OH-].[Na+] (sodium hydroxide), COC(C1=C(C=CC(=C1)S(NC1=CC=C(C=C1)SCC1=CC=C(C=C1)C(F)(F)F)(=O)=O)C)=O (2-methyl-5-[4-(4-trifluoromethyl-benzylsulfanyl)-phenylsulfamoyl]-benzoic acid methyl ester). The solvent is CO (methanol). Yields the product CC1=C(C(=O)O)C=C(C=C1)S(NC1=CC=C(C=C1)SCC1=CC=C(C=C1)C(F)(F)F)(=O)=O (2-Methyl-5-[4-(4-trifluoromethyl-benzylsulfanyl)-phenylsulfamoyl]-benzoic acid). Yield: 93.4%. Reaction SMILES: [OH-].[Na+].C[O:4][C:5](=[O:35])[C:6]1[CH:11]=[C:10]([S:12](=[O:33])(=[O:32])[NH:13][C:14]2[CH:19]=[CH:18][C:17]([S:20][CH2:21][C:22]3[CH:27]=[CH:26][C:25]([C:28]([F:31])([F:30])[F:29])=[CH:24][CH:23]=3)=[CH:16][CH:15]=2)[CH:9]=[CH:8][C:7]=1[CH3:34]>CO>[CH3:34][C:7]1[CH:8]=[CH:9][C:10]([S:12](=[O:33])(=[O:32])[NH:13][C:14]2[CH:15]=[CH:16][C:17]([S:20][CH2:21][C:22]3[CH:27]=[CH:26][C:25]([C:28]([F:31])([F:30])[F:29])=[CH:24][CH:23]=3)=[CH:18][CH:19]=2)=[CH:11][C:6]=1[C:5]([OH:35])=[O:4] |f:0.1|. Reported procedure: A solution of 1.0N aqueous sodium hydroxide (9.1 ml, 9.16 mmol) was added to a solution of 2-methyl-5-[4-(4-trifluoromethyl-benzylsulfanyl)-phenylsulfamoyl]-benzoic acid methyl ester (1.13 g, 2.29 mmol) in 100 ml methanol and the resulting solution was heated at reflux overnight under nitrogen. The reaction solution was then cooled to room temperature and concentrated under reduced pressure. The residue was stirred in 1.0N aqueous hydrochloric acid solution (25 ml) and filtered to yield the titl...